Dataset: the Open Reaction Database (ORD), a public repository of structured organic reaction records. Task: describe an organic reaction: reactants, conditions, products, and yield Product: NC1=NC(=C(C(=N1)C=1OC=C(C1)Br)C#N)NCC1=NC=C(C=C1)C (2-Amino-4-(4-bromo-furan-2-yl)-6-[(5-methyl-pyridin-2-yl-methyl)-amino]-pyrimidine-5-carbonitrile). As a reaction SMILES: [NH2:1][C:2]1[N:7]=[C:6]([C:8]2[O:9][CH:10]=[C:11]([Br:13])[CH:12]=2)[C:5]([C:14]#[N:15])=[C:4](S(C)=O)[N:3]=1.Cl.Cl.[CH3:21][C:22]1[CH:23]=[CH:24][C:25]([CH2:28][NH2:29])=[N:26][CH:27]=1.C1CCN2C(=NCCC2)CC1>COCCOC>[NH2:1][C:2]1[N:7]=[C:6]([C:8]2[O:9][CH:10]=[C:11]([Br:13])[CH:12]=2)[C:5]([C:14]#[N:15])=[C:4]([NH:29][CH2:28][C:25]2[CH:24]=[CH:23][C:22]([CH3:21])=[CH:27][N:26]=2)[N:3]=1 |f:1.2.3|. Procedure details: From 2-amino-4-(4-bromo-furan-2-yl)-6-methanesulfinyl-pyrimidine-5-carbonitrile, C-(5-methyl-pyridin-2-yl)-methylamine dihydrochloride and DBU in DME. 387 (M{81Br}+H+, 100), 385 (M{79Br}+H+, 95). Starting materials: NC1=NC(=C(C(=N1)C=1OC=C(C1)Br)C#N)S(=O)C (2-amino-4-(4-bromo-furan-2-yl)-6-methanesulfinyl-pyrimidine-5-carbonitrile), M{81Br} H+, M{79Br} H+, Cl.Cl.CC=1C=CC(=NC1)CN (C-(5-methyl-pyridin-2-yl)-methylamine dihydrochloride), C1CCC2=NCCCN2CC1 (DBU). Run in COCCOC (DME). Starting materials: CCOC(=O)c1c(CN(CC)CC)nc2sc3c(c2c1-c1ccc(OC)c(OC)c1)CCNC3, O=C=Nc1ccccc1, C1CCOC1. Yields the product CCOC(=O)c1c(CN(CC)CC)nc2sc3c(c2c1-c1ccc(OC)c(OC)c1)CCN(C(=O)Nc1ccccc1)C3. As a reaction SMILES: [CH2:1]([CH3:2])[N:3]([CH2:4][CH3:5])[CH2:6][c:7]1[c:8]([C:30](=[O:31])[O:32][CH2:33][CH3:34])[c:9](-[c:20]2[cH:21][c:22]([O:28][CH3:29])[c:23]([O:26][CH3:27])[cH:24][cH:25]2)[c:10]2[c:11]([n:12]1)[s:13][c:14]1[c:19]2[CH2:18][CH2:17][NH:16][CH2:15]1.[O:35]=[C:36]=[N:37][c:38]1[cH:39][cH:40][cH:41][cH:42][cH:43]1.[O:44]1[CH2:45][CH2:46][CH2:47][CH2:48]1>>[CH2:1]([CH3:2])[N:3]([CH2:4][CH3:5])[CH2:6][c:7]1[c:8]([C:30](=[O:31])[O:32][CH2:33][CH3:34])[c:9](-[c:20]2[cH:21][c:22]([O:28][CH3:29])[c:23]([O:26][CH3:27])[cH:24][cH:25]2)[c:10]2[c:11]([n:12]1)[s:13][c:14]1[c:19]2[CH2:18][CH2:17][N:16]([C:36](=[O:35])[NH:37][c:38]2[cH:39][cH:40][cH:41][cH:42][cH:43]2)[CH2:15]1. The reactants are FC=1C=CC2=C(C(N(CC=3N2C=NC3C(=O)OCC)C)=O)C1 (ethyl 8-fluoro-5,6-dihydro-5-methyl-6-oxo-4H-imidazo[1,5-a][1,4]benzodiazepine-3-carboxylate), [BH4-].[Li+] (lithium borohydride), O (water), Cl.O (hydrochloric acid water). Run in O1CCCC1 (tetrahydrofuran), O1CCCC1 (tetrahydrofuran). Conditions: temperature 40 celsius, time 2.5 hour. The product is FC=1C=CC2=C(C(N(CC=3N2C=NC3CO)C)=O)C1 (8-fluoro-4,5-dihydro-3-(hydroxymethyl)-5-methyl-6H-imidazo[ 1,5-a][1,4]benzodiazepin-6-one). Reaction SMILES: [F:1][C:2]1[CH:3]=[CH:4][C:5]2[N:11]3[CH:12]=[N:13][C:14]([C:15](OCC)=[O:16])=[C:10]3[CH2:9][N:8]([CH3:20])[C:7](=[O:21])[C:6]=2[CH:22]=1.[BH4-].[Li+].O.Cl.O>O1CCCC1>[F:1][C:2]1[CH:3]=[CH:4][C:5]2[N:11]3[CH:12]=[N:13][C:14]([CH2:15][OH:16])=[C:10]3[CH2:9][N:8]([CH3:20])[C:7](=[O:21])[C:6]=2[CH:22]=1 |f:1.2,4.5|. Procedure details: 15.0 g (49.5 mmol) of ethyl 8-fluoro-5,6-dihydro-5-methyl-6-oxo-4H-imidazo[1,5-a][1,4]benzodiazepine-3-carboxylate are dissolved under argon in 450 ml of boiling absolute tetrahydrofuran (filtered over Alox) and added dropwise at 50° C. to a solution of 1.1 g (49.5 mmol) of lithium borohydride in 50 ml of absolute tetrahydrofuran. The mixture is stirred at 40° C. for 4 hours and at the boiling point for 2.5 hours. Subsequently, the mixture is decomposed at 40° C. with 20 ml of water and 20 ml of...